The task is: describe an organic reaction: reactants, conditions, products, and yield. This data is from the Open Reaction Database (ORD), a public repository of structured organic reaction records. The reactants are CC1=C(C(=NO1)C1=CC=CC=C1)COC1=NC=C(C(=O)O)C=C1 (6-(5-methyl-3-phenyl-isoxazol-4-ylmethoxy)-nicotinic acid), O (water), C[Al](C)C (trimethylaluminium), COCCN (2-methoxyethylamine). The solvent is O1CCOCC1 (dioxane), O1CCOCC1 (dioxane). Run at time 1 hour. The product is COCCNC(C1=CN=C(C=C1)OCC=1C(=NOC1C)C1=CC=CC=C1)=O (N-(2-Methoxy-ethyl)-6-(5-methyl-3-phenyl-isoxazol-4-ylmethoxy)-nicotinamide). Yield: 76.2%. RXN SMILES: C[Al](C)C.[CH3:5][O:6][CH2:7][CH2:8][NH2:9].[CH3:10][C:11]1[O:15][N:14]=[C:13]([C:16]2[CH:21]=[CH:20][CH:19]=[CH:18][CH:17]=2)[C:12]=1[CH2:22][O:23][C:24]1[CH:32]=[CH:31][C:27]([C:28](O)=[O:29])=[CH:26][N:25]=1.O>O1CCOCC1>[CH3:5][O:6][CH2:7][CH2:8][NH:9][C:28](=[O:29])[C:27]1[CH:31]=[CH:32][C:24]([O:23][CH2:22][C:12]2[C:13]([C:16]3[CH:17]=[CH:18][CH:19]=[CH:20][CH:21]=3)=[N:14][O:15][C:11]=2[CH3:10])=[N:25][CH:26]=1. Reported procedure: A solution of trimethylaluminium (2 M in toluene, 2.0 mL, 4.0 mmol) was added dropwise (exothermic) to a solution of 2-methoxyethylamine (300 mg, 4.0 mmol) in dioxane (3 mL) and the resulting mixture was stirred at room temperature for 1 h. Then a solution of 6-(5-methyl-3-phenyl-isoxazol-4-ylmethoxy)-nicotinic acid (310 mg, 1.0 mmol) in dioxane (3 mL) was added. The resulting mixture was then heated at 85-95° C. for 4 days and then cooled to room temperature and then poured into water and extra... Reaction SMILES: [CH3:1][O:2][c:3]1[cH:4][c:5]2[c:9]([cH:10][c:11]1[O:12][CH3:13])[NH:8][C:7](=[O:14])[CH2:6]2.[CH3:22][C:23]#[N:24].[CH3:25][CH2:26][O:27][C:28](=[O:29])[CH3:30].[Cl:15][S:16](=[O:17])(=[O:18])[N:19]=[C:20]=[O:21]>>[CH3:1][O:2][c:3]1[cH:4][c:5]2[c:9]([cH:10][c:11]1[O:12][CH3:13])[N:8]([C:20]([NH2:19])=[O:21])[C:7](=[O:14])[CH2:6]2. The reactants are COc1cc2c(cc1OC)NC(=O)C2, CC#N, CCOC(C)=O, O=C=NS(=O)(=O)Cl. Yields the product COc1cc2c(cc1OC)N(C(N)=O)C(=O)C2. The reactants are BrC=1C=CC=2OCCN(C2N1)S(=O)(=O)C=1C=C(C=CC1)C (6-bromo-4-(toluene-3-sulfonyl)-3,4-dihydro-2H-pyrido[3,2-b][1,4]oxazine), N1=CC=CC2=CC=C3C=CC=NC3=C12 (1,10-phenanthroline), C(=O)([O-])[O-].[Cs+].[Cs+] (Cs2CO3). The reagents and catalysts are [Cu]I (CuI). Run in (d,l)-1-phenylethanol. Reaction conditions: temperature 130 celsius. Product: C1(=CC=CC=C1)C(C)OC=1C=CC=2OCCN(C2N1)S(=O)(=O)C=1C=C(C=CC1)C (6-(1-phenyl-ethoxy)-4-(toluene-3-sulfonyl)-3,4-dihydro-2H-pyrido[3,2-b][1,4]oxazine). RXN SMILES: Br[C:2]1[CH:3]=[CH:4][C:5]2[O:6][CH2:7][CH2:8][N:9]([S:12]([C:15]3[CH:16]=[C:17]([CH3:21])[CH:18]=[CH:19][CH:20]=3)(=[O:14])=[O:13])[C:10]=2[N:11]=1.N1[C:35]2[C:26](=[CH:27][CH:28]=[C:29]3[C:34]=2N=CC=C3)[CH:25]=[CH:24]C=1.C([O-])([O-])=[O:37].[Cs+].[Cs+]>[Cu]I>[C:26]1([CH:25]([O:37][C:2]2[CH:3]=[CH:4][C:5]3[O:6][CH2:7][CH2:8][N:9]([S:12]([C:15]4[CH:16]=[C:17]([CH3:21])[CH:18]=[CH:19][CH:20]=4)(=[O:14])=[O:13])[C:10]=3[N:11]=2)[CH3:24])[CH:35]=[CH:34][CH:29]=[CH:28][CH:27]=1 |f:2.3.4|. Procedure details: To 6-bromo-4-(toluene-3-sulfonyl)-3,4-dihydro-2H-pyrido[3,2-b][1,4]oxazine (50 mg, 140 mmol) in (d,l)-1-phenylethanol (400 μL) was added CuI (15 mg, 79 mmol), 1,10-phenanthroline (15 mg, 83 mmol), and Cs2CO3 (70 mg, 210 mmol). The resulting mixture was heated to 130° C. for 2 hours. Next, the reaction mixture was cooled to room temperature and quenched with a small amount of water, then extracted with ethyl acetate. The aqueous phase was discarded and the organic phase was concentrated under red...